This data is from the Open Reaction Database (ORD), a public repository of structured organic reaction records. The task is: describe an organic reaction: reactants, conditions, products, and yield The product is COC(=O)c1cccnc1N1CCN(CCCN2c3ccccc3CCc3ccccc32)CC1. Reaction SMILES: [C:36](=[O:37])([O-:38])[O-:39].[CH3:20][O:21][C:22]([c:23]1[c:24]([N:29]2[CH2:30][CH2:31][NH:32][CH2:33][CH2:34]2)[n:25][cH:26][cH:27][cH:28]1)=[O:35].[CH3:45][c:46]1[cH:47][cH:48][cH:49][cH:50][cH:51]1.[CH3:52][C:53](=[O:54])[CH2:55][CH3:56].[Cl:1][CH2:2][CH2:3][CH2:4][N:5]1[c:6]2[c:7]([cH:16][cH:17][cH:18][cH:19]2)[CH2:8][CH2:9][c:10]2[c:11]1[cH:12][cH:13][cH:14][cH:15]2.[I-:43].[K+:40].[K+:41].[Na+:42].[OH2:44]>>[CH2:2]([CH2:3][CH2:4][N:5]1[c:6]2[c:7]([cH:16][cH:17][cH:18][cH:19]2)[CH2:8][CH2:9][c:10]2[c:11]1[cH:12][cH:13][cH:14][cH:15]2)[N:32]1[CH2:31][CH2:30][N:29]([c:24]2[c:23]([C:22]([O:21][CH3:20])=[O:35])[cH:28][cH:27][cH:26][n:25]2)[CH2:34][CH2:33]1. The reactants are O=C([O-])[O-], COC(=O)c1cccnc1N1CCNCC1, Cc1ccccc1, CCC(C)=O, ClCCCN1c2ccccc2CCc2ccccc21, [I-], [K+], [K+], [Na+], O. The reactants are C(C1=CC=CC=C1)OC(=O)N[C@H]1C=2C=NN(C2CCC1)CCOS(=O)(=O)C (methanesulfonic acid 2-((R)-4-benzyloxycarbonylamino-4,5,6,7-tetrahydroindazol-1-yl)-ethyl ester), [C-]#N.[Na+] (sodium cyanide), O (water). Solvent: CS(=O)C (dimethyl sulfoxide). Conditions: temperature 55 celsius, time 4 hour. Product: C(C1=CC=CC=C1)OC(N[C@H]1C=2C=NN(C2CCC1)CCC#N)=O ([(R)-1-(2-cyano-ethyl)-4,5,6,7-tetrahydro-1H-indazol-4-yl]-carbamic acid benzyl ester). Isolated yield 85.6%. RXN SMILES: [CH2:1]([O:8][C:9]([NH:11][C@@H:12]1[CH2:20][CH2:19][CH2:18][C:17]2[N:16]([CH2:21][CH2:22]OS(C)(=O)=O)[N:15]=[CH:14][C:13]1=2)=[O:10])[C:2]1[CH:7]=[CH:6][CH:5]=[CH:4][CH:3]=1.[C-:28]#[N:29].[Na+].O>CS(C)=O>[CH2:1]([O:8][C:9](=[O:10])[NH:11][C@@H:12]1[CH2:20][CH2:19][CH2:18][C:17]2[N:16]([CH2:21][CH2:22][C:28]#[N:29])[N:15]=[CH:14][C:13]1=2)[C:2]1[CH:7]=[CH:6][CH:5]=[CH:4][CH:3]=1 |f:1.2|. Procedure details: To a solution of methanesulfonic acid 2-((R)-4-benzyloxycarbonylamino-4,5,6,7-tetrahydroindazol-1-yl)-ethyl ester (850 mg, 2.16 mmol) in dimethyl sulfoxide (20 mL) was added sodium cyanide (540 mg, 10.8 mmol). The mixture was stirred at 55° C. for 4 hours. After cooling, the mixture was poured into water, and the aqueous layer was extracted with ethyl acetate (20 mL×4). The combined organic layers were dried over sodium sulfate, filtered and concentrated in vacuo. The residue was purified by fla...